Dataset: the Open Reaction Database (ORD), a public repository of structured organic reaction records. Task: describe an organic reaction: reactants, conditions, products, and yield Starting materials: [C-]#N.[Na+] (NaCN), [OH-].[NH4+] (ammonium hydroxide), BrC=1C2=C(SC1)C=CC=C2 (3-Bromo-benzo[b]thiophene), CNCCNC (N,N′-dimethylethylenediamine). Reagents/catalysts: [Cu]I (CuI). Run in O (water), C(C)(=O)OCC (ethyl acetate), C1(=CC=CC=C1)C (toluene). Reaction conditions: temperature 110 celsius, time 24 hour. Yields the product S1C2=C(C(=C1)C#N)C=CC=C2 (Benzo[b]thiophene-3-carbonitrile). Yield: 74.3%. As a reaction SMILES: [C-]#N.[Na+].Br[C:5]1[C:6]2[CH:13]=[CH:12][CH:11]=[CH:10][C:7]=2[S:8][CH:9]=1.[CH3:14][NH:15]CCNC.[OH-].[NH4+]>[Cu]I.O.C(OCC)(=O)C.C1(C)C=CC=CC=1>[S:8]1[CH:9]=[C:5]([C:14]#[N:15])[C:6]2[CH:13]=[CH:12][CH:11]=[CH:10][C:7]1=2 |f:0.1,4.5|. Procedure details: An oven dried screw cap test tube was charged with NaCN (60 mg, 1.225 mmol), dried KI (34 mg, 0.205 mmol, 20 mol %) and CuI (20 mg, 0.105 mmol, 10 mol %), evacuated and backfilled with argon three times. 3-Bromo-benzo[b]thiophene (135 μL, 1.032 mmol), N,N′-dimethylethylenediamine (110 μL, 1.033 mmol) and anhydrous toluene (700 μL) were added under argon. The tube was sealed and the reaction mixture was stirred magnetically at 110° C. for 24 h. The resulting suspension was cooled to room temperat... Reactants: OCC=1C=CC=2OC(OCC2N1)C1=CC=CC=C1 (6-hydroxymethyl-2-phenyl-4H-pyrido[3,2-d]-1,3-dioxin). The reagents and catalysts are [O-2].[O-2].[Mn+4] (manganese dioxide). Run in C1=CC=CC=C1 (benzene). Run at time 8 hour. Product: C(=O)C=1C=CC=2OC(OCC2N1)C1=CC=CC=C1 (6-Formyl-2-phenyl-4H-pyrido[3,2-d]-1,3-dioxin). Reaction SMILES: [OH:1][CH2:2][C:3]1[CH:4]=[CH:5][C:6]2[O:7][CH:8]([C:13]3[CH:18]=[CH:17][CH:16]=[CH:15][CH:14]=3)[O:9][CH2:10][C:11]=2[N:12]=1>[O-2].[O-2].[Mn+4].C1C=CC=CC=1>[CH:2]([C:3]1[CH:4]=[CH:5][C:6]2[O:7][CH:8]([C:13]3[CH:14]=[CH:15][CH:16]=[CH:17][CH:18]=3)[O:9][CH2:10][C:11]=2[N:12]=1)=[O:1] |f:1.2.3|. Procedure: To a suspension of 38.8 g. (0.4 mole) of activated manganese dioxide in 400 ml. of benzene is added 48.6 g. (0.2 mole) of 6-hydroxymethyl-2-phenyl-4H-pyrido[3,2-d]-1,3-dioxin in 250 ml. of the same solvent, and the mixture stirred at the reflux temperature overnight. The mixture is filtered while hot (50° C.) and the filtrate concentrated under vacuum to an oily foam, 49.7 g. The intermediate product is purified by chromatographing on a silica gel column (1 kg. 60-200 mesh silica gel; 8 cm × 75 ... The reactants are O=C([O-])O, CO, Cl, O=[N+]([O-])c1cc(C(F)(F)F)ccc1N1CCCCCC1, [Na+], Cl[Sn]Cl. As a reaction SMILES: [C:25](=[O:26])([O-:27])[OH:28].[CH3:30][OH:31].[ClH:1].[N+:5]([O-:6])(=[O:7])[c:8]1[c:9]([N:18]2[CH2:19][CH2:20][CH2:21][CH2:22][CH2:23][CH2:24]2)[cH:10][cH:11][c:12]([C:14]([F:15])([F:16])[F:17])[cH:13]1.[Na+:29].[Sn:2]([Cl:3])[Cl:4]>>[NH2:5][c:8]1[c:9]([N:18]2[CH2:19][CH2:20][CH2:21][CH2:22][CH2:23][CH2:24]2)[cH:10][cH:11][c:12]([C:14]([F:15])([F:16])[F:17])[cH:13]1. The product is Nc1cc(C(F)(F)F)ccc1N1CCCCCC1. Reactants: NC=1N=C(C2=C(N1)SC=C2CN(C2=CC=CC=C2)C2=CC=CC=C2)N (N-[(2,4-diaminothieno[2,3-d]pyrimidin-5-yl)methyl]-N,N-diphenylamine), C1=CC=CC2=NC3=C(CC=C21)CCC=C3 (9,10-dihydrodibenz[b,f]azepine), NC=1N=C(C2=C(N1)SC=C2C)N (2,4-diamino-5-methylthieno[2,3-d]pyrimidine). Product: NC=1N=C(C2=C(N1)SC=C2CC2CC=CC1=C2CC=C2C(=N1)C=CC=C2)N (9-[(2,4-Diaminothieno[2,3-d]pyrimidin-5-yl)methyl]-9,10-dihydrodibenz-[b,f]azepine), final product. RXN SMILES: NC1N=C(N)C2C(CN(C3C=CC=CC=3)C3C=CC=CC=3)=CSC=2N=1.[NH2:26][C:27]1[N:28]=[C:29]([NH2:37])[C:30]2[C:35]([CH3:36])=[CH:34][S:33][C:31]=2[N:32]=1.[CH:38]1[C:48]2[C:42](=[N:43][C:44]3[CH:52]=[CH:51][CH2:50][CH2:49][C:45]=3[CH2:46][CH:47]=2)[CH:41]=[CH:40][CH:39]=1>>[NH2:26][C:27]1[N:28]=[C:29]([NH2:37])[C:30]2[C:35]([CH2:36][CH:49]3[C:45]4[CH2:46][CH:47]=[C:48]5[CH:38]=[CH:39][CH:40]=[CH:41][C:42]5=[N:43][C:44]=4[CH:52]=[CH:51][CH2:50]3)=[CH:34][S:33][C:31]=2[N:32]=1. Procedure: 9-[(2,4-Diaminothieno[2,3-d]pyrimidin-5-yl)methyl]-9,10-dihydrodibenz-[b,f]azepine (Formula I: Ar=2,4-diaminohieno[2,3-d]pyrimidi-5-yl; W=CH2; X=N; Z=CH2CH2; m=n=0) is prepared similarly to N-[(2,4-diaminothieno[2,3-d]pyrimidin-5-yl)methyl]-N,N-diphenylamine as disclosed in Example 11 above, by using 2,4-diamino-5-methylthieno[2,3-d]pyrimidine (1.3 g, 7.4 mmol) in Step 1 and 9,10-dihydrodibenz[b,f]azepine (158 mg, 0.8 mmol) in Step 3. The final product and its intermediates chromatography.